This data is from the Open Reaction Database (ORD), a public repository of structured organic reaction records. The task is: describe an organic reaction: reactants, conditions, products, and yield Reactants: C(C)SC1=CC=C(CC2=C(C=CC=C2)O)C=C1 (2-(4-ethylthiobenzyl)phenol), C(C)(=O)O[C@H]1[C@H](OC(C)=O)[C@@H](OC(C)=O)[C@H](OC(C)=O)[C@H](O1)COC(C)=O (1,2,3,4,6-penta-O-acetyl-β-D-glucopyranose), C(C)(=O)OCC (ethyl acetate). The solvent is C1(=CC=CC=C1)C (toluene), ClCCl (dichloromethane). Reaction conditions: time 9 hour. Product: O([C@H]1[C@H](O)[C@@H](O)[C@H](O)[C@H](O1)CO)C1=C(C=CC=C1)CC1=CC=C(C=C1)SCC (2-(4-ethylthiobenzyl)phenyl β-D-glucopyranoside). The yield is 60.1%. Reaction SMILES: [CH2:1]([S:3][C:4]1[CH:17]=[CH:16][C:7]([CH2:8][C:9]2[CH:14]=[CH:13][CH:12]=[CH:11][C:10]=2[OH:15])=[CH:6][CH:5]=1)[CH3:2].C(O[C@@H:22]1[O:39][C@H:38]([CH2:40][O:41]C(=O)C)[C@@H:33]([O:34]C(=O)C)[C@H:28]([O:29]C(=O)C)[C@H:23]1[O:24]C(=O)C)(=O)C.C(OCC)(=O)C>C1(C)C=CC=CC=1.ClCCl>[O:15]([C:10]1[CH:11]=[CH:12][CH:13]=[CH:14][C:9]=1[CH2:8][C:7]1[CH:16]=[CH:17][C:4]([S:3][CH2:1][CH3:2])=[CH:5][CH:6]=1)[C@@H:22]1[O:39][C@H:38]([CH2:40][OH:41])[C@@H:33]([OH:34])[C@H:28]([OH:29])[C@H:23]1[OH:24]. Reported procedure: To a solution of 2-(4-ethylthiobenzyl)phenol (0.51 g) and 1,2,3,4,6-penta-O-acetyl-β-D-glucopyranose (2.4 g) in toluene (6.3 mL) and dichloromethane (2.7 mL) was added boron trifluoride diethyl ether complex (0.78 mL), and the mixture was stirred at room temperature for 9 hours. To the reaction mixture were added ethyl acetate (70 mL) and a saturated aqueous sodium hydrogen carbonate solution (25 mL), and the organic layer was separated. The organic layer was washed with brine (25 mL), dried ove...